Task: describe an organic reaction: reactants, conditions, products, and yield. Dataset: the Open Reaction Database (ORD), a public repository of structured organic reaction records RXN SMILES: [BrH:1].[CH3:2][O:3][c:4]1[cH:5][cH:6][c:7](-[c:10]2[n:11][n:12]3[c:13]([c:14]4[cH:15][cH:16][cH:17][cH:18][c:19]24)[n:20][n:21][cH:22]3)[cH:8][n:9]1>>[BrH:1].[OH:3][c:4]1[cH:5][cH:6][c:7](-[c:10]2[n:11][n:12]3[c:13]([c:14]4[cH:15][cH:16][cH:17][cH:18][c:19]24)[n:20][n:21][cH:22]3)[cH:8][n:9]1. Product: Br, Oc1ccc(-c2nn3cnnc3c3ccccc23)cn1. Reactants: Br, COc1ccc(-c2nn3cnnc3c3ccccc23)cn1. Reactants: CC(=O)OCC(O)c1cccc([N+](=O)[O-])c1, CO, [K+], [K+], O=C([O-])[O-]. Product: O=[N+]([O-])c1cccc(C(O)CO)c1. Reaction SMILES: [C:1](=[O:2])([CH3:3])[O:4][CH2:5][CH:6]([c:7]1[cH:8][c:9]([N+:13](=[O:14])[O-:15])[cH:10][cH:11][cH:12]1)[OH:16].[CH3:23][OH:24].[K+:17].[K+:18].[O-:19][C:20]([O-:21])=[O:22]>>[OH:4][CH2:5][CH:6]([c:7]1[cH:8][c:9]([N+:13](=[O:14])[O-:15])[cH:10][cH:11][cH:12]1)[OH:16]. Starting materials: N1=CC(=CC=C1)CN (pyridin-3-ylmethanamine), FC1=CC=C(CN2C(N(C[C@H]2C)C=2SC(=C(N2)C)C(=O)O)=O)C=C1 ((R)-2-(3-(4-fluorobenzyl)-4-methyl-2-oxoimidazolidin-1-yl)-4-methylthiazole-5-carboxylic acid), CC1=NNC(=C1)CN ((3-methyl-1H-pyrazol-5-yl)-methanamine), FC1=CC=C(CN2C(N(C[C@@H]2C)C=2SC(=C(N2)C)C(=O)O)=O)C=C1 ((S)-2-(3-(4-fluorobenzyl)-4-methyl-2-oxoimidazolidin-1-yl)-4-methylthiazole-5-carboxylic acid). Yields the product FC1=CC=C(CN2C(N(C[C@H]2C)C=2SC(=C(N2)C)C(=O)NCC2=CC(=NN2)C)=O)C=C1 ((R)-2-(3-(4-fluorobenzyl)-4-methyl-2-oxoimidazolidin-1-yl)-4-methyl-N-((3-methyl-1H-pyrazol-5-yl)methyl)thiazole-5-carboxamide). RXN SMILES: N1C=CC=C(CN)C=1.[CH3:9][C:10]1[CH:14]=[C:13]([CH2:15][NH2:16])[NH:12][N:11]=1.[F:17][C:18]1[CH:40]=[CH:39][C:21]([CH2:22][N:23]2[C@@H:27]([CH3:28])[CH2:26][N:25]([C:29]3[S:30][C:31]([C:35](O)=[O:36])=[C:32]([CH3:34])[N:33]=3)[C:24]2=[O:38])=[CH:20][CH:19]=1.FC1C=CC(CN2[C@H](C)CN(C3SC(C(O)=O)=C(C)N=3)C2=O)=CC=1>>[F:17][C:18]1[CH:40]=[CH:39][C:21]([CH2:22][N:23]2[C@H:27]([CH3:28])[CH2:26][N:25]([C:29]3[S:30][C:31]([C:35]([NH:16][CH2:15][C:13]4[NH:12][N:11]=[C:10]([CH3:9])[CH:14]=4)=[O:36])=[C:32]([CH3:34])[N:33]=3)[C:24]2=[O:38])=[CH:20][CH:19]=1. Procedure details: Following the procedure as described in Example 2, making variations as required to replace pyridin-3-ylmethanamine with (3-methyl-1H-pyrazol-5-yl)-methanamine and replace (S)-2-(3-(4-fluorobenzyl)-4-methyl-2-oxoimidazolidin-1-yl)-4-methylthiazole-5-carboxylic acid with (R)-2-(3-(4-fluorobenzyl)-4-methyl-2-oxoimidazolidin-1-yl)-4-methylthiazole-5-carboxylic acid the title compound was obtained as a white solid: mp 215-216° C. (ethyl acetate); 1H NMR (300 MHz, DMSO-d6) δ 12.22 (s, 1H), 8.31 (br, ... Starting materials: C(=O)(OC(C)(C)C)N([C@@H](CC(C)C)C(=O)N[C@@H](C)C(=O)CC1=CC=CC=C1)C (BOC-MeLeu-Ala-Bzl). Run in FC(C(=O)O)(F)F (trifluoroacetic acid). Run at temperature 0 celsius, time 1 hour. The product is N([C@@H](CC(C)C)C(=O)N[C@@H](C)C(=O)CC1=CC=CC=C1)C (H-MeLeu-Ala-Bzl). As a reaction SMILES: [C:1]([N:8](C)[C@H:9]([C:14]([NH:16][C@H:17]([C:19]([CH2:21][C:22]1[CH:27]=[CH:26][CH:25]=[CH:24][CH:23]=1)=[O:20])[CH3:18])=[O:15])[CH2:10][CH:11]([CH3:13])[CH3:12])(OC(C)(C)C)=O>FC(F)(F)C(O)=O>[NH:8]([CH3:1])[C@H:9]([C:14]([NH:16][C@H:17]([C:19]([CH2:21][C:22]1[CH:27]=[CH:26][CH:25]=[CH:24][CH:23]=1)=[O:20])[CH3:18])=[O:15])[CH2:10][CH:11]([CH3:13])[CH3:12]. Reported procedure: 46.8 g (115 mMol) BOC-MeLeu-Ala-Bzl are dissolved in 100 ml trifluoroacetic acid pre-cooled to 0° C. and allowed to stand for 1 hr. at 0° C. and 1/2 hr. at room temperature. The obtained solution is concentrated under vacuum, diluted with 500 ml methylene chloride, poured onto ice and washed with 300 ml saturated potassium carbonate solution. The aqueous phase is extracted with 200 ml methylene chloride, the combined organic phases dried over potassium carbonate, filtered and concentrated. The r... Starting materials: O=C(NC1CCNCC1)c1ccccc1, O=C([O-])[O-], COc1ccccc1OCCBr, [K+], [K+], O. Product: COc1ccccc1OCCN1CCC(NC(=O)c2ccccc2)CC1. RXN SMILES: [C:13]([c:14]1[cH:15][cH:16][cH:17][cH:18][cH:19]1)(=[O:20])[NH:21][CH:22]1[CH2:23][CH2:24][NH:25][CH2:26][CH2:27]1.[C:28](=[O:29])([O-:30])[O-:31].[CH3:1][O:2][c:3]1[c:4]([O:5][CH2:6][CH2:7][Br:8])[cH:9][cH:10][cH:11][cH:12]1.[K+:32].[K+:33].[OH2:34]>>[CH3:1][O:2][c:3]1[c:4]([O:5][CH2:6][CH2:7][N:25]2[CH2:24][CH2:23][CH:22]([NH:21][C:13]([c:14]3[cH:15][cH:16][cH:17][cH:18][cH:19]3)=[O:20])[CH2:27][CH2:26]2)[cH:9][cH:10][cH:11][cH:12]1. Starting materials: stainless steel, N1=C(N)N=C(N)N=C1N (melamine), C(COCCO)O (diethylene glycol), N1=C(N)N=C(N)N=C1N (melamine), [H][H] (hydrogen). The reagents and catalysts are [Pd] (Pd—C). Reaction conditions: time 2 hour. The product is NC1=NC(=NC(=N1)N)NCCOCCO (2,4-diamino-6-(5-hydroxy-3-oxapentylamino)-1,3,5-triazine). Isolated yield 13.5%. As a reaction SMILES: [N:1]1[C:8]([NH2:9])=[N:7][C:5]([NH2:6])=[N:4][C:2]=1[NH2:3].[H][H].[CH2:12]([OH:18])[CH2:13][O:14][CH2:15][CH2:16]O>[Pd]>[NH2:3][C:2]1[N:4]=[C:5]([NH2:6])[N:7]=[C:8]([NH:9][CH2:16][CH2:15][O:14][CH2:13][CH2:12][OH:18])[N:1]=1. Reported procedure: In a stainless steel autoclave of an inner volume of 100 ml, 1.26 g (10 mmol) of melamine, 250 mg of 5% Pd—C catalyst, and 30 ml of diethylene glycol were charged. After the inside of the reaction system was sufficiently substituted with nitrogen gas, 10 kg/cm2 of hydrogen gas was introduced under pressure at normal temperature. Then, the temperature was elevated while stirring, and after the temperature reached 260° C., the reaction was carried out at the same temperature for further 2 hours. A...